Task: describe an organic reaction: reactants, conditions, products, and yield. Dataset: the Open Reaction Database (ORD), a public repository of structured organic reaction records The product is O=C(O)C1CC(S(=O)(=O)c2ccccc2Cl)CN1c1nnc(C(F)(F)F)s1. Reaction SMILES: [CH3:1][O:2][C:3](=[O:4])[CH:5]1[N:6]([c:20]2[s:21][c:22]([C:25]([F:26])([F:27])[F:28])[n:23][n:24]2)[CH2:7][CH:8]([S:10](=[O:11])(=[O:12])[c:13]2[c:14]([Cl:19])[cH:15][cH:16][cH:17][cH:18]2)[CH2:9]1.[Li+:29].[OH-:30]>>[O:2]=[C:3]([OH:4])[CH:5]1[N:6]([c:20]2[s:21][c:22]([C:25]([F:26])([F:27])[F:28])[n:23][n:24]2)[CH2:7][CH:8]([S:10](=[O:11])(=[O:12])[c:13]2[c:14]([Cl:19])[cH:15][cH:16][cH:17][cH:18]2)[CH2:9]1. Reactants: COC(=O)C1CC(S(=O)(=O)c2ccccc2Cl)CN1c1nnc(C(F)(F)F)s1, [Li+], [OH-]. The reactants are CC(C)(C)[O-], CC(C)(C)[O-], CC(C)(C)[O-], CC(C)(C)[O-], CCC(CC(O)(C=O)C(F)(F)F)c1ccc(F)c(C)c1OC, Nc1cc(F)cc2[nH]c(=O)ccc12, [Ti+4]. Product: CCC(CC(O)(C=Nc1cc(F)cc2[nH]c(=O)ccc12)C(F)(F)F)c1ccc(F)c(C)c1OC. RXN SMILES: [CH3:36][C:37]([CH3:38])([O-:39])[CH3:40].[CH3:42][C:43]([CH3:44])([O-:45])[CH3:46].[CH3:47][C:48]([CH3:49])([O-:50])[CH3:51].[CH3:52][C:53]([CH3:54])([O-:55])[CH3:56].[F:1][c:2]1[c:3]([CH3:22])[c:4]([O:20][CH3:21])[c:5]([CH:8]([CH2:9][C:10]([CH:11]=[O:12])([C:13]([F:14])([F:15])[F:16])[OH:17])[CH2:18][CH3:19])[cH:6][cH:7]1.[NH2:23][c:24]1[c:25]2[cH:26][cH:27][c:28](=[O:35])[nH:29][c:30]2[cH:31][c:32]([F:34])[cH:33]1.[Ti+4:41]>>[F:1][c:2]1[c:3]([CH3:22])[c:4]([O:20][CH3:21])[c:5]([CH:8]([CH2:9][C:10]([CH:11]=[N:23][c:24]2[c:25]3[cH:26][cH:27][c:28](=[O:35])[nH:29][c:30]3[cH:31][c:32]([F:34])[cH:33]2)([C:13]([F:14])([F:15])[F:16])[OH:17])[CH2:18][CH3:19])[cH:6][cH:7]1. Reactants: O=C(CBr)c1ccccc1, O=C([O-])[O-], Cc1cccc(O)c1, [K+], [K+], O, c1ccccc1. The product is Cc1cccc(OCC(=O)c2ccccc2)c1. Reaction SMILES: [Br:9][CH2:10][C:11](=[O:12])[c:13]1[cH:14][cH:15][cH:16][cH:17][cH:18]1.[C:19](=[O:20])([O-:21])[O-:22].[CH3:1][c:2]1[cH:3][cH:4][cH:5][c:6]([OH:7])[cH:8]1.[K+:23].[K+:24].[OH2:25].[cH:26]1[cH:27][cH:28][cH:29][cH:30][cH:31]1>>[CH3:1][c:2]1[cH:3][cH:4][cH:5][c:6]([O:7][CH2:10][C:11](=[O:12])[c:13]2[cH:14][cH:15][cH:16][cH:17][cH:18]2)[cH:8]1. Starting materials: N(=C=O)C1=C(C=CC=C1)C1=CC=C(C=C1)CN1C([C@@H](CCC2=C1C=CC=C2)NC(CC(C)(C)NC(=O)OC(C)(C)C)=O)=O (N-[1-[[(2'-isocyanato)[1,1'-biphenyl]-4-yl]methyl]-2,3,4,5-tetrahydro-2-oxo-1H-1-benzazepin-3(R)-yl]-3-t-butoxycarbonylamino-3-methylbutanamide), C(O)CN (ethanolamine), C36H45N5O6. Yields the product OCCNC(=O)NC1=C(C=CC=C1)C1=CC=C(C=C1)CN1C([C@@H](CCC2=C1C=CC=C2)NC(CC(C)(C)NC(=O)OC(C)(C)C)=O)=O (N-[1-[[2'-[[(2-Hydroxyethylamino)carbonyl]amino][1,1'-biphenyl]-4-yl]methyl]-2,3,4,5-tetrahydro-2-oxo-1H-1-benzazepin-3(R)-yl]-3-t-butoxycarbonylamino-3-methylbutanamide). As a reaction SMILES: [N:1]([C:4]1[CH:9]=[CH:8][CH:7]=[CH:6][C:5]=1[C:10]1[CH:15]=[CH:14][C:13]([CH2:16][N:17]2[C:23]3[CH:24]=[CH:25][CH:26]=[CH:27][C:22]=3[CH2:21][CH2:20][C@@H:19]([NH:28][C:29](=[O:42])[CH2:30][C:31]([NH:34][C:35]([O:37][C:38]([CH3:41])([CH3:40])[CH3:39])=[O:36])([CH3:33])[CH3:32])[C:18]2=[O:43])=[CH:12][CH:11]=1)=[C:2]=[O:3].[CH2:44]([CH2:46][NH2:47])[OH:45]>>[OH:45][CH2:44][CH2:46][NH:47][C:2]([NH:1][C:4]1[CH:9]=[CH:8][CH:7]=[CH:6][C:5]=1[C:10]1[CH:11]=[CH:12][C:13]([CH2:16][N:17]2[C:23]3[CH:24]=[CH:25][CH:26]=[CH:27][C:22]=3[CH2:21][CH2:20][C@@H:19]([NH:28][C:29](=[O:42])[CH2:30][C:31]([NH:34][C:35]([O:37][C:38]([CH3:41])([CH3:40])[CH3:39])=[O:36])([CH3:33])[CH3:32])[C:18]2=[O:43])=[CH:14][CH:15]=1)=[O:3]. Procedure: Prepared from N-[1-[[(2'-isocyanato)[1,1'-biphenyl]-4-yl]methyl]-2,3,4,5-tetrahydro-2-oxo-1H-1-benzazepin-3(R)-yl]-3-t-butoxycarbonylamino-3-methylbutanamide and ethanolamine by the procedure described in Example 6, Step A. FAB-MS: calculated for C36H45N5O6 643; found 666 (M+Na). 1H NMR (400 MHz, CDCl3): δ 1.29 (s, 3H), 1.31 (s, 3H), 1.38 (s, 9H), 1.90 (m, 1H), 2.5 (dd, 2H), 2.58 (m, 2H), 2.7 (m, 1H), 3.21 (t, 2H), 3.54 (m, 2H), 4.49 (m, 1H), 4.88 (d, 1H), 5.10 (d, 1H), 6.81 (d, 1H), 7.21 (m, 11...